From a dataset of the Open Reaction Database (ORD), a public repository of structured organic reaction records. describe an organic reaction: reactants, conditions, products, and yield Starting materials: ClCCCN1CCCC1, CN(C)C=O, O=C1NCCc2ccc(O)cc21. Product: O=C1NCCc2ccc(OCCCN3CCCC3)cc21. RXN SMILES: [Cl:13][CH2:14][CH2:15][CH2:16][N:17]1[CH2:18][CH2:19][CH2:20][CH2:21]1.[O:22]=[CH:23][N:24]([CH3:25])[CH3:26].[OH:1][c:2]1[cH:3][cH:4][c:5]2[c:10]([cH:11]1)[C:9](=[O:12])[NH:8][CH2:7][CH2:6]2>>[O:1]([c:2]1[cH:3][cH:4][c:5]2[c:10]([cH:11]1)[C:9](=[O:12])[NH:8][CH2:7][CH2:6]2)[CH2:14][CH2:15][CH2:16][N:17]1[CH2:18][CH2:19][CH2:20][CH2:21]1. Reaction SMILES: [Cl:1][C:2]1[CH:15]=[CH:14][C:5]2[N:6]([CH2:10][CH2:11][CH2:12]O)[C:7]([CH3:9])=[N:8][C:4]=2[CH:3]=1.S(Cl)([Cl:18])=O>ClC(Cl)Cl>[Cl:1][C:2]1[CH:15]=[CH:14][C:5]2[N:6]([CH2:10][CH2:11][CH2:12][Cl:18])[C:7]([CH3:9])=[N:8][C:4]=2[CH:3]=1. Run at time 3 hour. Procedure: To a stirred mixture of 6.5 parts of 5-chloro-2-methyl-1H-benzimidazole-1-propanol and 120 parts of trichloromethane are added dropwise 12 parts of sulfinyl chloride. Upon completion, the whole is heated to reflux and stirring is continued for 3 hours at reflux temperature. The reaction mixture is cooled and evaporated. Water is added to the residue and the mixture is treated with activated charcoal. The latter is filtered off and the filtrate is alkalized with ammonium hydroxide. The product is... The product is ClC1=CC2=C(N(C(=N2)C)CCCCl)C=C1 (5-chloro-1-(3-chloropropyl)-2-methyl-1H-benzimidazole). Run in ClC(Cl)Cl (trichloromethane). Starting materials: ClC1=CC2=C(N(C(=N2)C)CCCO)C=C1 (5-chloro-2-methyl-1H-benzimidazole-1-propanol), S(=O)(Cl)Cl (sulfinyl chloride).